From a dataset of the Open Reaction Database (ORD), a public repository of structured organic reaction records. describe an organic reaction: reactants, conditions, products, and yield Starting materials: CCO, COc1cc(N2CCC(N3CCCCC3)CC2)c(Cl)cc1[N+](=O)[O-]. The product is COc1cc(N2CCC(N3CCCCC3)CC2)c(Cl)cc1N. Reaction SMILES: [CH3:25][CH2:26][OH:27].[Cl:1][c:2]1[c:3]([N:13]2[CH2:14][CH2:15][CH:16]([N:19]3[CH2:20][CH2:21][CH2:22][CH2:23][CH2:24]3)[CH2:17][CH2:18]2)[cH:4][c:5]([O:11][CH3:12])[c:6]([N+:8]([O-:9])=[O:10])[cH:7]1>>[Cl:1][c:2]1[c:3]([N:13]2[CH2:14][CH2:15][CH:16]([N:19]3[CH2:20][CH2:21][CH2:22][CH2:23][CH2:24]3)[CH2:17][CH2:18]2)[cH:4][c:5]([O:11][CH3:12])[c:6]([NH2:8])[cH:7]1. Reactants: CCOC(=O)CC(C[N+](=O)[O-])c1cc(OC)c(CC)c(OC)c1, CCO. Product: CCc1c(OC)cc(C2CNC(=O)C2)cc1OC. As a reaction SMILES: [CH2:1]([CH3:2])[c:3]1[c:4]([O:22][CH3:23])[cH:5][c:6]([CH:11]([CH2:12][C:13](=[O:14])[O:17][CH2:20][CH3:21])[CH2:18][N+:19]([O-:15])=[O:16])[cH:7][c:8]1[O:9][CH3:10].[CH3:24][CH2:25][OH:26]>>[CH2:1]([CH3:2])[c:3]1[c:4]([O:22][CH3:23])[cH:5][c:6]([CH:11]2[CH2:12][C:13](=[O:14])[NH:19][CH2:18]2)[cH:7][c:8]1[O:9][CH3:10]. The reactants are CCO, CCOC(C)=O, CC(=O)O, O=C(Nc1nccs1)c1ccc([N+](=O)[O-])cc1. Yields the product Nc1ccc(C(=O)Nc2nccs2)cc1. Reaction SMILES: [CH3:18][CH2:19][OH:20].[CH3:21][CH2:22][O:23][C:24](=[O:25])[CH3:26].[CH3:27][C:28](=[O:29])[OH:30].[N+:1]([O-:2])(=[O:3])[c:4]1[cH:5][cH:6][c:7]([C:8](=[O:9])[NH:10][c:11]2[s:12][cH:13][cH:14][n:15]2)[cH:16][cH:17]1>>[NH2:1][c:4]1[cH:5][cH:6][c:7]([C:8](=[O:9])[NH:10][c:11]2[s:12][cH:13][cH:14][n:15]2)[cH:16][cH:17]1. Reported procedure: To a solution of (2S,4R)-1-benzyloxycarbonyl-2-methylsulfonyloxymethyl-4-t-butyldimethylsilyloxypyrrolidine (108.5 g) in methylethylketone (1100 ml), potassium iodide (73.5 g) was added, and the resultant mixture was refluxed for 3 hours. The reaction mixture was filtered, and the filtrate was concentrated to remove the solvent. The residue was diluted with ethyl acetate, washed with aqueous sodium chloride solution, aqueous sodium hypochlorite solution and aqueous sodium chloride solution in or... Starting materials: C(C1=CC=CC=C1)OC(=O)N1[C@@H](C[C@H](C1)O[Si](C)(C)C(C)(C)C)COS(=O)(=O)C ((2S,4R)-1-benzyloxycarbonyl-2-methylsulfonyloxymethyl-4-t-butyldimethylsilyloxypyrrolidine), [I-].[K+] (potassium iodide), resultant mixture. Yields the product C(C1=CC=CC=C1)OC(=O)N1[C@@H](C[C@H](C1)O[Si](C)(C)C(C)(C)C)CI ((2S,4R)-1-benzyloxycarbonyl-2-iodomethyl-4-t-butyldimethylsilyloxypyrrolidine). Reaction SMILES: [CH2:1]([O:8][C:9]([N:11]1[CH2:15][C@H:14]([O:16][Si:17]([C:20]([CH3:23])([CH3:22])[CH3:21])([CH3:19])[CH3:18])[CH2:13][C@H:12]1[CH2:24]OS(C)(=O)=O)=[O:10])[C:2]1[CH:7]=[CH:6][CH:5]=[CH:4][CH:3]=1.[I-:30].[K+]>CC(CC)=O>[CH2:1]([O:8][C:9]([N:11]1[CH2:15][C@H:14]([O:16][Si:17]([C:20]([CH3:23])([CH3:22])[CH3:21])([CH3:19])[CH3:18])[CH2:13][C@H:12]1[CH2:24][I:30])=[O:10])[C:2]1[CH:7]=[CH:6][CH:5]=[CH:4][CH:3]=1 |f:1.2|. Run in CC(=O)CC (methylethylketone). Reactants: NCCO, COc1cc(C=O)cc(OC)c1, O=C1CNC(=O)N1, O. Product: COc1cc(C=C2NC(=O)NC2=O)cc(OC)c1. Reaction SMILES: [CH2:20]([CH2:21][NH2:22])[OH:23].[CH3:1][O:2][c:3]1[cH:4][c:5]([CH:6]=[O:7])[cH:8][c:9]([O:11][CH3:12])[cH:10]1.[O:13]=[C:14]1[CH2:15][NH:16][C:17](=[O:18])[NH:19]1.[OH2:24]>>[CH3:1][O:2][c:3]1[cH:4][c:5]([CH:6]=[C:15]2[C:14](=[O:13])[NH:19][C:17](=[O:18])[NH:16]2)[cH:8][c:9]([O:11][CH3:12])[cH:10]1. The reactants are C(C)(SC1=CC(=CC=C1)C[C@@H](C(=O)N(C)C1=CC=C(C=C1)OC)NC(=O)OC(C)(C)C)=O ((S)—S-3-(2-(tert-butoxycarbonylamino)-3-((4-methoxyphenyl)(methyl)amino)-3-oxopropyl)phenyl ethanethioate), [OH-].[K+] (potassium hydroxide), Cl (HCl), C(C)(=O)N1C(=C(C2=CC=CC=C12)CC(=O)OCC)CBr (ethyl 2-(1-acetyl-2-(bromomethyl)-1H-indol-3-yl)acetate). Solvent: C(C)O (ethanol). Conditions: time 10 minute. Product: C(C)(C)(C)OC(=O)N[C@@H](CC=1C=C(C=CC1)SCC=1NC2=CC=CC=C2C1CC(=O)OCC)C(=O)N(C)C1=CC=C(C=C1)OC ((S)-ethyl 2-(2-((3-(2-(tert-butoxycarbonylamino)-3-((4-methoxyphenyl)(methyl)amino)-3-oxopropyl)phenylthio)methyl)-1H-indol-3-yl)acetate). The yield is 75.3%. RXN SMILES: C(=O)([S:3][C:4]1[CH:9]=[CH:8][CH:7]=[C:6]([CH2:10][C@H:11]([NH:24][C:25]([O:27][C:28]([CH3:31])([CH3:30])[CH3:29])=[O:26])[C:12]([N:14]([C:16]2[CH:21]=[CH:20][C:19]([O:22][CH3:23])=[CH:18][CH:17]=2)[CH3:15])=[O:13])[CH:5]=1)C.[OH-].[K+].C([N:38]1[C:46]2[C:41](=[CH:42][CH:43]=[CH:44][CH:45]=2)[C:40]([CH2:47][C:48]([O:50][CH2:51][CH3:52])=[O:49])=[C:39]1[CH2:53]Br)(=O)C.Cl>C(O)C>[C:28]([O:27][C:25]([NH:24][C@H:11]([C:12]([N:14]([C:16]1[CH:17]=[CH:18][C:19]([O:22][CH3:23])=[CH:20][CH:21]=1)[CH3:15])=[O:13])[CH2:10][C:6]1[CH:5]=[C:4]([S:3][CH2:53][C:39]2[NH:38][C:46]3[C:41]([C:40]=2[CH2:47][C:48]([O:50][CH2:51][CH3:52])=[O:49])=[CH:42][CH:43]=[CH:44][CH:45]=3)[CH:9]=[CH:8][CH:7]=1)=[O:26])([CH3:30])([CH3:31])[CH3:29] |f:1.2|. Procedure details: To a solution of (S)—S-3-(2-(tert-butoxycarbonylamino)-3-((4-methoxyphenyl)(methyl)amino)-3-oxopropyl)phenyl ethanethioate (335 mg, 0.73 mmol) in ethanol (2 ml) was added potassium hydroxide (82 mg, 1.46 mmol). After 10 minutes, ethyl 2-(1-acetyl-2-(bromomethyl)-1H-indol-3-yl)acetate (I-4A, 272 mg, 0.8 mmol) was added. The reaction was stirred for 2 hours and then neutralized with 1N (aq) HCl then extracted with EtOAc. The organic layer was dried with Na2SO4, filtered and concentrated. The crude...